Dataset: the Open Reaction Database (ORD), a public repository of structured organic reaction records. Task: describe an organic reaction: reactants, conditions, products, and yield Starting materials: FC1=NC=CC(=C1)C(C(C(=O)OCC)CC1=CC(=CC=C1)OC(C(F)F)(F)F)=O (ethyl 3-(2-fluoropyridin-4-yl)-3-oxo-2-((3-(1,1,2,2-tetrafluoroethoxy)phenyl)methyl)propionate), O (water), Cl (Hydrochloric acid), [BH4-].[Na+] (sodium borohydride). The reagents and catalysts are [Cl-].[Zn+2].[Cl-] (zinc chloride). The solvent is C(C)OCC (diethyl ether), C(C)OCC (diethyl ether). Reaction conditions: time 30 minute. Product: FC1=NC=CC(=C1)C(C(C(=O)OCC)CC1=CC(=CC=C1)OC(C(F)F)(F)F)O (ethyl 3-(2-fluoropyridin-4-yl)-3-hydroxy-2-((3-(1,1,2,2-tetrafluoroethoxy)phenyl)methyl)propionate). As a reaction SMILES: [BH4-].[Na+].[F:3][C:4]1[CH:9]=[C:8]([C:10](=[O:31])[CH:11]([CH2:17][C:18]2[CH:23]=[CH:22][CH:21]=[C:20]([O:24][C:25]([F:30])([F:29])[CH:26]([F:28])[F:27])[CH:19]=2)[C:12]([O:14][CH2:15][CH3:16])=[O:13])[CH:7]=[CH:6][N:5]=1.Cl.O>C(OCC)C.[Cl-].[Zn+2].[Cl-]>[F:3][C:4]1[CH:9]=[C:8]([CH:10]([OH:31])[CH:11]([CH2:17][C:18]2[CH:23]=[CH:22][CH:21]=[C:20]([O:24][C:25]([F:30])([F:29])[CH:26]([F:28])[F:27])[CH:19]=2)[C:12]([O:14][CH2:15][CH3:16])=[O:13])[CH:7]=[CH:6][N:5]=1 |f:0.1,6.7.8|. Reported procedure: To a solution of zinc chloride (3.12 g, 22.9 mmol) in diethyl ether (100 ml) was added sodium borohydride (1.74 g, 45.8 mmol), and the mixture was stirred at room temperature for 30 min. Insoluble material was filtered off, and a solution of ethyl 3-(2-fluoropyridin-4-yl)-3-oxo-2-((3-(1,1,2,2-tetrafluoroethoxy)phenyl)methyl)propionate (4.78 g, 11.5 mmol) in diethyl ether (30 ml) was added to the filtrate. The mixture was stirred at room temperature for 30 min. 1N Hydrochloric acid was added to t... As a reaction SMILES: [CH3:1][O:2][C:3]([c:4]1[c:5]([NH:17][C:18]([CH3:19])=[O:20])[cH:6][c:7]([C:13]([F:14])([F:15])[F:16])[c:8]([C:10]([CH3:11])=[O:12])[cH:9]1)=[O:21].[CH3:22][O:23][CH:24]([N:25]([CH3:26])[CH3:27])[O:28][CH3:29].[CH3:30][CH2:31][O:32][C:33]([CH3:34])=[O:35]>>[CH3:1][O:2][C:3]([c:4]1[c:5]([NH:17][C:18]([CH3:19])=[O:20])[cH:6][c:7]([C:13]([F:14])([F:15])[F:16])[c:8]([C:10]([CH:11]=[CH:24][N:25]([CH3:26])[CH3:27])=[O:12])[cH:9]1)=[O:21]. Product: COC(=O)c1cc(C(=O)C=CN(C)C)c(C(F)(F)F)cc1NC(C)=O. The reactants are COC(=O)c1cc(C(C)=O)c(C(F)(F)F)cc1NC(C)=O, COC(OC)N(C)C, CCOC(C)=O. Reactants: N[C@H]1C[C@H](CCC1)NC=1C(=NC2=CC=CC(=C2N1)C1=CC2=C(N1)[C@H](NC2=O)C)C ((R)-2-(3-(((1S,3R)-3-aminocyclohexyl)amino)-2-methylquinoxalin-5-yl)-6-methyl-5,6-dihydropyrrolo[3,4-b]pyrrol-4(1H)-one), C(C)(=O)OC(C)=O (acetic anhydride), C(C)N(C(C)C)C(C)C (N-ethyl-N-isopropylpropan-2-amine). The solvent is C(Cl)Cl (DCM), C(Cl)Cl (DCM). Conditions: time 30 minute. The product is CC=1C(=NC2=C(C=CC=C2N1)C1=CC2=C(N1)[C@H](NC2=O)C)N[C@@H]2C[C@@H](CCC2)NC(C)=O (N-((1R,3S)-3-((3-methyl-8-((R)-6-methyl-4-oxo-1,4,5,6-tetrahydropyrrolo[3,4-b]pyrrol-2-yl)quinoxalin-2-yl)amino)cyclohexyl)acetamide). The yield is 59.5%. As a reaction SMILES: [NH2:1][C@@H:2]1[CH2:7][CH2:6][CH2:5][C@H:4]([NH:8][C:9]2[C:10]([CH3:29])=[N:11][C:12]3[C:17]([N:18]=2)=[C:16]([C:19]2[NH:23][C:22]4[C@@H:24]([CH3:28])[NH:25][C:26](=[O:27])[C:21]=4[CH:20]=2)[CH:15]=[CH:14][CH:13]=3)[CH2:3]1.[C:30](OC(=O)C)(=[O:32])[CH3:31].C(N(C(C)C)C(C)C)C>C(Cl)Cl>[CH3:29][C:10]1[C:9]([NH:8][C@H:4]2[CH2:5][CH2:6][CH2:7][C@@H:2]([NH:1][C:30](=[O:32])[CH3:31])[CH2:3]2)=[N:18][C:17]2[C:12]([N:11]=1)=[CH:13][CH:14]=[CH:15][C:16]=2[C:19]1[NH:23][C:22]2[C@@H:24]([CH3:28])[NH:25][C:26](=[O:27])[C:21]=2[CH:20]=1. Reported procedure: A mixture of (R)-2-(3-(((1S,3R)-3-aminocyclohexyl)amino)-2-methylquinoxalin-5-yl)-6-methyl-5,6-dihydropyrrolo[3,4-b]pyrrol-4(1H)-one (483) (29 mg, 0.074 mmol), acetic anhydride (35.0 μL, 0.37 mmol), and N-ethyl-N-isopropylpropan-2-amine (91 μL, 0.52 mmol) in DCM (743 μL) was stirred at RT for 30 min when mostly product was observed via LCMS. The reaction mixture was diluted with DCM (100 mL), added to a separatory funnel, and washed with saturated aqueous sodium bicarbonate (2×75 mL); the organi... The reactants are FC1=CC(=CC=C1C#N)O (6-fluoro-4-hydroxy benzonitrile), CNN (methyl hydrazine). Yields the product NC1=NN(C2=CC(=CC=C12)O)C (3-amino-1-methyl-1H-indazol-6-ol). As a reaction SMILES: F[C:2]1[C:7]([C:8]#[N:9])=[CH:6][CH:5]=[C:4]([OH:10])[CH:3]=1.[CH3:11][NH:12][NH2:13]>>[NH2:9][C:8]1[C:7]2[C:2](=[CH:3][C:4]([OH:10])=[CH:5][CH:6]=2)[N:12]([CH3:11])[N:13]=1. Procedure: A solution of 6-fluoro-4-hydroxy benzonitrile (Aldrich, 10.1 g, 73.9 mmol) in methyl hydrazine (Aldrich, 20.0 mL, 379 mmol) was stirred at 80° C. for 16 h. After cooling to RT, the volatile portion was removed in vacuo. The residue was triturated with DCM and MeOH. The title compound was obtained by filtration as an off-white solid. The filtrate was concentrated in vacuo and purified by silica gel chromatography (DCM/MeOH: 100/0 to 95/5) to give an additional amount of the title compound as a wh... Product: ClC=1C=C(CN2C=C(C(C3=NC(=CC=C23)C)=O)C(C2=CC(=C(C=C2)OC)C)=O)C=CC1 (1-(3-Chloro-benzyl)-3-(4-methoxy-3-methyl-benzoyl)-6-methyl-1H-[1,5]naphthyridin-4-one). As a reaction SMILES: [CH3:1][O:2][C:3]1[CH:22]=[CH:21][C:6]([C:7]([C:9]2[C:18](=[O:19])[C:17]3[C:12](=[CH:13][CH:14]=[C:15]([CH3:20])[N:16]=3)[NH:11][CH:10]=2)=[O:8])=[CH:5][C:4]=1[CH3:23].[Cl:24][C:25]1[CH:26]=[C:27]([CH:30]=[CH:31][CH:32]=1)[CH2:28]Cl>CN(C)C=O>[Cl:24][C:25]1[CH:26]=[C:27]([CH:30]=[CH:31][CH:32]=1)[CH2:28][N:11]1[C:12]2[C:17](=[N:16][C:15]([CH3:20])=[CH:14][CH:13]=2)[C:18](=[O:19])[C:9]([C:7](=[O:8])[C:6]2[CH:21]=[CH:22][C:3]([O:2][CH3:1])=[C:4]([CH3:23])[CH:5]=2)=[CH:10]1. Solvent: CN(C=O)C (N,N dimethylformamide). Procedure: Experimental conditions analogous to those described for Step 3 of Example 1 were used with 120 mg (0.390 mmol) of 3-(4-Methoxy-3-methyl-benzoyl)-6-methyl-1H-[1,5]naphthyridin-4-one, 75.2 mg (0.467 mmol) of 3-chlorobenzyl chloride, 19 mg (0.467 mmol, 60% dispersion in oil), and 1 mL of N,N dimethylformamide. The solid was collected by filtration and was purified by flash column chromatography using a gradient of 20-100% ethyl acetate in hexane to yield 65.7 mg of 1-(3-Chloro-benzyl)-3-(4-methoxy... The yield is 38.9%. Starting materials: COC1=C(C=C(C(=O)C2=CNC3=CC=C(N=C3C2=O)C)C=C1)C (3-(4-Methoxy-3-methyl-benzoyl)-6-methyl-1H-[1,5]naphthyridin-4-one), ClC=1C=C(CCl)C=CC1 (3-chlorobenzyl chloride). The reactants are C(C)(C)(C)OC(NC1=C(C=CC=C1)NC(=O)C1=CC2=C(S1)C=CC(=C2)O)=O ({2-[(5-Hydroxy-benzo[b]thiophene-2-carbonyl)-amino]-phenyl}-carbamic acid tert-butyl ester), C([O-])([O-])=O.[K+].[K+] (potassium carbonate), Br.BrCC1=NC=CC=C1 (2-(bromomethyl)pyridine, hydrobromide). Solvent: C(C)(=O)OCC (ethyl acetate), [Cl-].[Na+].O (brine). The product is C(C)(C)(C)OC(NC1=C(C=CC=C1)NC(=O)C1=CC2=C(S1)C=CC(=C2)OCC2=NC=CC=C2)=O ((2-{[5-(Pyridin-2-ylmethoxy)-benzo[b]thiophene-2-carbonyl]-amino}-phenyl)-carbamic acid tert-butyl ester). Isolated yield 84.0%. RXN SMILES: [C:1]([O:5][C:6](=[O:27])[NH:7][C:8]1[CH:13]=[CH:12][CH:11]=[CH:10][C:9]=1[NH:14][C:15]([C:17]1[S:21][C:20]2[CH:22]=[CH:23][C:24]([OH:26])=[CH:25][C:19]=2[CH:18]=1)=[O:16])([CH3:4])([CH3:3])[CH3:2].C(=O)([O-])[O-].[K+].[K+].Br.Br[CH2:36][C:37]1[CH:42]=[CH:41][CH:40]=[CH:39][N:38]=1>C(OCC)(=O)C.[Cl-].[Na+].O>[C:1]([O:5][C:6](=[O:27])[NH:7][C:8]1[CH:13]=[CH:12][CH:11]=[CH:10][C:9]=1[NH:14][C:15]([C:17]1[S:21][C:20]2[CH:22]=[CH:23][C:24]([O:26][CH2:36][C:37]3[CH:42]=[CH:41][CH:40]=[CH:39][N:38]=3)=[CH:25][C:19]=2[CH:18]=1)=[O:16])([CH3:4])([CH3:2])[CH3:3] |f:1.2.3,4.5,7.8.9|. Procedure details: To a solution of 77 mg (0.20 mmol) {2-[(5-Hydroxy-benzo[b]thiophene-2-carbonyl)-amino]-phenyl}-carbamic acid tert-butyl ester (4) in 3 ml ethyl acetate was added 200 mg potassium carbonate and 56 mg (0.22 mmol) 2-(bromomethyl)pyridine, hydrobromide. The reaction mixture was heated at reflux for 10 h and poured into brine. The aqueous phase was extracted with ethyl acetate and the organic phase was dried over sodium sulfate, the solvent was evaporated and the residue subjected to silica gel chrom... Starting materials: C[C@]1(CN(CCC1)C1=CC=C(C=C1)C(F)(F)F)N[C@H]1[C@@H](CCCC1)NC(OCC1=CC=CC=C1)=O (benzyl ((1R,2R)-2-(((S)-3-methyl-1-(4-(trifluoromethyl)phenyl)piperidin-3-yl)amino)cyclohexyl)carbamate). Reagents/catalysts: [Pd] (palladium on carbon). Run in CO (MeOH). Reaction conditions: time 2 hour. The product is C[C@]1(CN(CCC1)C1=CC=C(C=C1)C(F)(F)F)N[C@H]1[C@@H](CCCC1)N ((1R,2R)—N1-((S)-3-methyl-1-(4-(trifluoromethyl)phenyl)piperidin-3-yl)cyclohexane-1,2-diamine). Isolated yield 77.7%. RXN SMILES: [CH3:1][C@:2]1([NH:18][C@@H:19]2[CH2:24][CH2:23][CH2:22][CH2:21][C@H:20]2[NH:25]C(=O)OCC2C=CC=CC=2)[CH2:7][CH2:6][CH2:5][N:4]([C:8]2[CH:13]=[CH:12][C:11]([C:14]([F:17])([F:16])[F:15])=[CH:10][CH:9]=2)[CH2:3]1>CO.[Pd]>[CH3:1][C@:2]1([NH:18][C@@H:19]2[CH2:24][CH2:23][CH2:22][CH2:21][C@H:20]2[NH2:25])[CH2:7][CH2:6][CH2:5][N:4]([C:8]2[CH:13]=[CH:12][C:11]([C:14]([F:15])([F:16])[F:17])=[CH:10][CH:9]=2)[CH2:3]1. Procedure details: To a solution of benzyl ((1R,2R)-2-(((S)-3-methyl-1-(4-(trifluoromethyl)phenyl)piperidin-3-yl)amino)cyclohexyl)carbamate (420 mg, 0.858 mmol) in MeOH (4 mL) was added palladium on carbon (10%) (84 mg, 0.789 mmol) under nitrogen atmosphere. The resultant black color suspension was stirred under hydrogen balloon pressure at RT for 2 h. The reaction mass was filtered on Celite and the filter cake was washed with methanol (3×5 mL). The filtrate was concentrated and dried under vacuum to get (1R,2R)—... The reactants are BrC1=CC=2C(C3=CC=CC=C3C(C2C=C1)=O)=O (2-bromo-9,10-anthraquinone), C1(=CC=CC=C1)[Li] (phenyllithium). Solvent: O1CCCC1 (tetrahydrofuran). Run at time 12 hour. Yields the product BrC1=CC=2C(C3=CC=CC=C3C(C2C=C1)(O)C1=CC=CC=C1)(O)C1=CC=CC=C1 (2-bromo-9,10-diphenyl-9,10-dihydroanthracene-9,10-diol). RXN SMILES: [Br:1][C:2]1[CH:15]=[CH:14][C:13]2[C:12](=[O:16])[C:11]3[C:6](=[CH:7][CH:8]=[CH:9][CH:10]=3)[C:5](=[O:17])[C:4]=2[CH:3]=1.[C:18]1([Li])[CH:23]=[CH:22][CH:21]=[CH:20][CH:19]=1>O1CCCC1>[Br:1][C:2]1[CH:15]=[CH:14][C:13]2[C:12]([C:18]3[CH:23]=[CH:22][CH:21]=[CH:20][CH:19]=3)([OH:16])[C:11]3[C:6](=[CH:7][CH:8]=[CH:9][CH:10]=3)[C:5]([C:2]3[CH:15]=[CH:14][CH:13]=[CH:4][CH:3]=3)([OH:17])[C:4]=2[CH:3]=1. Procedure details: Into a 300 mL three-neck flask was put 4.9 g (17 mmol) of 2-bromo-9,10-anthraquinone, the atmosphere in the flask was substituted with nitrogen, and 100 mL of tetrahydrofuran (THF) was added thereto and dissolved well. Then, 18 mL (37 mmol) of phenyllithium was dropped into this solution, followed by stirring at room temperature for about 12 hours. After the reaction, the solution was washed with water, and an aqueous layer was extracted with ethyl acetate. The extract was combined with an organ... The product is C1(CCCC1)NC(C1=CC(=CC(=C1)NC(CC(C)C)=O)NC(CC(C)C)=O)=O (N-cyclopentyl-3,5-bis-(3-methylbutyrylamino)-benzamide). Reaction SMILES: [NH2:1][C:2]1[CH:3]=[C:4]([CH:13]=[C:14]([NH2:16])[CH:15]=1)[C:5]([NH:7][CH:8]1[CH2:12][CH2:11][CH2:10][CH2:9]1)=[O:6].[CH3:17][CH:18]([CH3:23])[CH2:19][C:20](Cl)=[O:21].CN1[C:29](=[O:30])[CH2:28][CH2:27][CH2:26]1.[Li+].[Cl-].N1C=CC=C[CH:34]=1>>[CH:8]1([NH:7][C:5](=[O:6])[C:4]2[CH:13]=[C:14]([NH:16][C:20](=[O:21])[CH2:19][CH:18]([CH3:23])[CH3:17])[CH:15]=[C:2]([NH:1][C:29](=[O:30])[CH2:28][CH:27]([CH3:34])[CH3:26])[CH:3]=2)[CH2:9][CH2:10][CH2:11][CH2:12]1 |f:3.4|. The reactants are NC=1C=C(C(=O)NC2CCCC2)C=C(C1)N (3,5-diamino-N-cyclopentyl-benzamide), [Li+].[Cl-] (LiCl), N1=CC=CC=C1 (pyridine), CC(CC(=O)Cl)C (3-methylbutyric acid chloride), CN1CCCC1=O (NMP). Reported procedure: from 0.50 g (2.28 mmol) of 3,5-diamino-N-cyclopentyl-benzamide, 0.64 g (5.31 mmol) of 3-methylbutyric acid chloride, 30 ml of NMP, 5 ml of pyridine and 0,05 g of LiCl according to Method A.